describe an organic reaction: reactants, conditions, products, and yield From a dataset of the Open Reaction Database (ORD), a public repository of structured organic reaction records. Reactants: [BH3-]C#N, CC(=O)[O-], CO, CSCC(=O)C1(c2ccc(Cl)cc2)CCC1, [NH4+], [Na+], O. Yields the product CSCC(N)C1(c2ccc(Cl)cc2)CCC1. Reaction SMILES: [C:22](#[N:23])[BH3-:24].[CH3:18][C:19](=[O:20])[O-:21].[CH3:27][OH:28].[Cl:1][c:2]1[cH:3][cH:4][c:5]([C:8]2([C:12]([CH2:13][S:14][CH3:15])=[O:16])[CH2:9][CH2:10][CH2:11]2)[cH:6][cH:7]1.[NH4+:17].[Na+:25].[OH2:26]>>[Cl:1][c:2]1[cH:3][cH:4][c:5]([C:8]2([CH:12]([CH2:13][S:14][CH3:15])[NH2:23])[CH2:9][CH2:10][CH2:11]2)[cH:6][cH:7]1. Starting materials: CCN(CC)P1(=NC(C)(C)C)N(CCCN1C)C (BEMP), CNS(=O)(=O)NC (dimethylsulfamide), C1=CC=CC=2C=CCN3C(C21)=CC=2C=CC(=CC23)C(=O)N (7H-Indolo[2,1-a][2]benzazepine-10-carboxamide), C1=CC=CC=2C=CCN3C(C21)=CC=2C=CC(=CC23)C(=O)O (7H-Indolo[2,1-a][2]benzazepine-10-carboxylic acid), methyl ester, [OH-].[Na+] (NaOH), Cl (HCl), C(C(=O)Cl)(=O)Cl (oxalyl chloride), Cl (HCl). The solvent is C(Cl)Cl (CH2Cl2), CO.C1CCOC1 (MeOH THF), C(Cl)Cl (CH2Cl2). Reaction conditions: temperature 22 celsius, time 16 hour. The product is C(=C)S(=O)(=O)N1CCOCC1 (4-(Vinylsulfonyl)morpholine). Yield: 71.0%. As a reaction SMILES: C1C2[C:10]3=[CH:12]C4C=CC(C(N)=O)=[CH:17][C:18]=4[N:9]3CC=CC=2C=CC=1.C1C2C3=CC4C=C[C:37]([C:40](O)=O)=CC=4N3CC=CC=2C=CC=1.[OH-:43].[Na+].Cl.C(Cl)(=O)C(Cl)=O.CCN(P1(N(C)CCCN1C)=NC(C)(C)C)CC.CN[S:72](NC)(=[O:74])=[O:73]>C(Cl)Cl.CO.C1COCC1>[CH:37]([S:72]([N:9]1[CH2:10][CH2:12][O:43][CH2:17][CH2:18]1)(=[O:74])=[O:73])=[CH2:40] |f:2.3,9.10|. Procedure details: 7H-Indolo[2,1-a][2]benzazepine-10-carboxamide, 13-cyclohexyl-N-[(dimethylamino)sulfonyl]-3-methoxy-6-(4-morpholinylsulfonyl)-. To a solution of 7H-Indolo[2,1-a][2]benzazepine-10-carboxylic acid, 13-cyclohexyl-3-methoxy-6-(4-morpholinylsulfonyl)-, methyl ester (60 mg, 0.11 mmol) in 1:1 MeOH/THF (2.0 mL) was added 1M NaOH (2.0 mL). The resulting mixture was stirred at 22° C. for 16 hr. 1M HCl (15 mL) was added and the aqueous layer was extracted with CHCl3 (2×15 mL). The organic phase was dried ov... Product: C1(=CC=CC=C1)C1(CC1)C(=O)N (1-phenylcyclopropanecarboxamide). Reactants: S(=O)(Cl)Cl (Thionyl chloride), C1(=CC=CC=C1)C1(CC1)C(=O)O (1-phenylcyclopropanecarboxylic acid), N (ammonia). As a reaction SMILES: S(Cl)(Cl)=O.[C:5]1([C:11]2([C:14]([OH:16])=O)[CH2:13][CH2:12]2)[CH:10]=[CH:9][CH:8]=[CH:7][CH:6]=1.[NH3:17]>C1(C)C=CC=CC=1.CN(C=O)C.Cl>[C:5]1([C:11]2([C:14]([NH2:17])=[O:16])[CH2:13][CH2:12]2)[CH:10]=[CH:9][CH:8]=[CH:7][CH:6]=1. The yield is 95.0%. Solvent: C1(=CC=CC=C1)C (toluene), CN(C)C=O (DMF), Cl (hydrochloric acid). Procedure details: Thionyl chloride (0.225 mL, 3.08 mmol) was slowly added to a solution of 1-phenylcyclopropanecarboxylic acid (0.50 g, 3.08 mmol) in toluene (10 mL) and DMF (0.3 mL). The reaction was then heated at reflux for 2 hours, then cooled down to 23° C. and treated (slow addition) with a solution of ammonia (2M in methanol, 10 mL). The reaction was then stirred at 23° C. overnight. The reaction was then diluted with hydrochloric acid (1N) and extracted with ethyl acetate (3×). The combined organic layers... Reaction conditions: temperature 23 celsius, time 8 hour. The reactants are O=C(OCc1ccccc1)N1CCNCC1, COc1ccc(N=C=S)cc1, CC(C)=O. Product: COc1ccc(N=C(SC)N2CCN(C(=O)OCc3ccccc3)CC2)cc1. As a reaction SMILES: [CH2:1]([c:2]1[cH:3][cH:4][cH:5][cH:6][cH:7]1)[O:8][C:9](=[O:10])[N:11]1[CH2:12][CH2:13][NH:14][CH2:15][CH2:16]1.[CH3:17][O:18][c:19]1[cH:20][cH:21][c:22]([N:25]=[C:26]=[S:27])[cH:23][cH:24]1.[CH3:28][C:29](=[O:30])[CH3:31]>>[CH2:1]([c:2]1[cH:3][cH:4][cH:5][cH:6][cH:7]1)[O:8][C:9](=[O:10])[N:11]1[CH2:12][CH2:13][N:14]([C:26](=[N:25][c:22]2[cH:21][cH:20][c:19]([O:18][CH3:17])[cH:24][cH:23]2)[S:27][CH3:28])[CH2:15][CH2:16]1. Yields the product N#Cc1ccc(C(F)(F)F)cc1Oc1ccc(C(F)(F)F)nc1. Reactants: O=C([O-])[O-], [Cs+], [Cs+], Oc1ccc(C(F)(F)F)nc1, N#Cc1ccc(C(F)(F)F)cc1F, CN(C)C=O, O. As a reaction SMILES: [C:25](=[O:26])([O-:27])[O-:28].[Cs+:29].[Cs+:30].[F:14][C:15]([c:16]1[cH:17][cH:18][c:19]([OH:22])[cH:20][n:21]1)([F:23])[F:24].[F:1][c:2]1[c:3]([C:4]#[N:5])[cH:6][cH:7][c:8]([C:10]([F:11])([F:12])[F:13])[cH:9]1.[O:31]=[CH:32][N:33]([CH3:34])[CH3:35].[OH2:36]>>[c:2]1([O:22][c:19]2[cH:18][cH:17][c:16]([C:15]([F:14])([F:23])[F:24])[n:21][cH:20]2)[c:3]([C:4]#[N:5])[cH:6][cH:7][c:8]([C:10]([F:11])([F:12])[F:13])[cH:9]1.